This data is from the Open Reaction Database (ORD), a public repository of structured organic reaction records. The task is: describe an organic reaction: reactants, conditions, products, and yield Reactants: CN (methylamine), ClC=1C=2C=3C4=C(N=C(C3C(C2C=CN1)=O)NCCN(C)C)C=C(C=C4)OC (11-chloro-6-(2-dimethylamino-ethylamino)-3-methoxy-5,10-diaza-benzo[c]fluoren-7-one). The solvent is ClCCl (dichloromethane), ClCCl (dichloromethane). Conditions: temperature 50 celsius, time 2 day. The product is CN(CCNC1=NC2=C(C=3C=4C(=NC=CC4C(C13)=O)NC)C=CC(=C2)OC)C (6-(2-dimethylamino-ethylamino)-3-methoxy-11-methylamino-5,10-diaza-benzo[c]fluoren-7-one), powder. Reaction SMILES: [CH3:1][NH2:2].Cl[C:4]1[C:5]2[C:6]3[C:7]4[CH:27]=[CH:26][C:25]([O:28][CH3:29])=[CH:24][C:8]=4[N:9]=[C:10]([NH:18][CH2:19][CH2:20][N:21]([CH3:23])[CH3:22])[C:11]=3[C:12](=[O:17])[C:13]=2[CH:14]=[CH:15][N:16]=1>ClCCl>[CH3:23][N:21]([CH3:22])[CH2:20][CH2:19][NH:18][C:10]1[C:11]2[C:12](=[O:17])[C:13]3[CH:14]=[CH:15][N:16]=[C:4]([NH:2][CH3:1])[C:5]=3[C:6]=2[C:7]2[CH:27]=[CH:26][C:25]([O:28][CH3:29])=[CH:24][C:8]=2[N:9]=1. Procedure: To a solution of methylamine (1 ml, 40% in methanol) in dichloromethane (1 ml) was added 11-chloro-6-(2-dimethylamino-ethylamino)-3-methoxy-5,10-diaza-benzo[c]fluoren-7-one (Example 27e) (5.7 mg) and the mixture was stirred at 50° C. for 2 days in a sealed tube. The solution was diluted with dichloromethane and washed with saturated ammonium chloride aqueous solution and dried over anhydrous sodium sulfate and evaporated to dryness. The residue was purified by silica gel thin layer chromatograph... Starting materials: BrC=1C=NC=C(C1)Br (3,5-dibromopyridine), [Li]C(C)(C)C (t-BuLi), Cl(=O)(=O)(=O)[O-].C1CC[N+]=2CCCC12 (1,2,3,5,6,7-hexahydropyrrolizinium perchlorate). Solvent: CCCCC (pentane). Run at temperature -95 celsius. Product: BrC=1C=C(C=NC1)C12CCCN2CCC1 (7a-(5-bromo-3-pyridinyl)-hexahydro-1H-pyrrolizine). The yield is 28.4%. RXN SMILES: Br[C:2]1[CH:3]=[N:4][CH:5]=[C:6]([Br:8])[CH:7]=1.[Li]C(C)(C)C.Cl([O-])(=O)(=O)=O.[CH2:19]1[C:26]2[CH2:25][CH2:24][CH2:23][N+:22]=2[CH2:21][CH2:20]1>CCCCC>[Br:8][C:6]1[CH:7]=[C:2]([C:26]23[CH2:25][CH2:24][CH2:23][N:22]2[CH2:21][CH2:20][CH2:19]3)[CH:3]=[N:4][CH:5]=1 |f:2.3|. Procedure details: 3,5-dibromopyridine (500 mg, 2.11 mmol, Aldrich) was dissolved in Et2 O and cooled to -95° C. A solution of 2.5M t-BuLi (1.7M in pentane, 2.7 mL, 4.64 mmol) in pentane was added dropwise. 1,2,3,5,6,7-hexahydropyrrolizinium perchlorate (663 mg, 3.2 mmol) was added, and the reaction mixture was allowed to stir and warm to -10° C. and stir for 2 hours. The cold bath was removed, 2N HCl was added, and the phases were separated. The aqueous phase was basified with 15% NaOH and extracted with CH2Cl2 (... Yields the product COC(=O)c1cc(OCC(F)F)ccc1N(C(N)=O)C1CCN(C(=O)OC(C)(C)C)CC1. Reactants: CC(=O)O, COC(=O)c1cc(OCC(F)F)ccc1NC1CCN(C(=O)OC(C)(C)C)CC1, [K+], [N-]=C=O, O. RXN SMILES: [C:35]([OH:36])(=[O:37])[CH3:38].[F:6][CH:7]([CH2:8][O:9][c:10]1[cH:11][c:12]([C:30](=[O:31])[O:32][CH3:33])[c:13]([NH:16][CH:17]2[CH2:18][CH2:19][N:20]([C:23](=[O:24])[O:25][C:26]([CH3:27])([CH3:28])[CH3:29])[CH2:21][CH2:22]2)[cH:14][cH:15]1)[F:34].[K+:4].[N-:1]=[C:2]=[O:3].[OH2:5]>>[NH2:1][C:2](=[O:3])[N:16]([c:13]1[c:12]([C:30](=[O:31])[O:32][CH3:33])[cH:11][c:10]([O:9][CH2:8][CH:7]([F:6])[F:34])[cH:15][cH:14]1)[CH:17]1[CH2:18][CH2:19][N:20]([C:23](=[O:24])[O:25][C:26]([CH3:27])([CH3:28])[CH3:29])[CH2:21][CH2:22]1. Starting materials: NC=1C=C(C=CC1)C1=NN2C(C=CC=C2NC2CCCC2)=C1C1=NC(=NC=C1)NC1CCCC1 (2-(3-aminophenyl)-N-cyclopentyl-3-[2-(cyclopentylamino)pyrimidin-4-yl]pyrazolo[1,5-a]pyridin-7-amine), N(=O)[O-].[Na+] (sodium nitrite), C([O-])(O)=O.[Na+] (sodium bicarbonate), [N-]=[N+]=[N-].[Na+] (Sodium azide). Run in C(C)(=O)O (acetic acid), CCOCC (Ether). Reaction conditions: temperature 0 celsius, time 20 minute. The product is N(=[N+]=[N-])C=1C=C(C=CC1)C1=NN2C(C=CC=C2NC2CCCC2)=C1C1=NC(=NC=C1)NC1CCCC1 (2-(3-azidophenyl)-N-cyclopentyl-3-[2-(cyclopentylamino)pyrimidin-4-yl]pyrazolo[1,5-a]pyridin-7-amine). Isolated yield 52.0%. Reaction SMILES: [NH2:1][C:2]1[CH:3]=[C:4]([C:8]2[C:22]([C:23]3[CH:28]=[CH:27][N:26]=[C:25]([NH:29][CH:30]4[CH2:34][CH2:33][CH2:32][CH2:31]4)[N:24]=3)=[C:11]3[CH:12]=[CH:13][CH:14]=[C:15]([NH:16][CH:17]4[CH2:21][CH2:20][CH2:19][CH2:18]4)[N:10]3[N:9]=2)[CH:5]=[CH:6][CH:7]=1.N([O-])=O.[Na+].[N-:39]=[N+:40]=[N-].[Na+].C(=O)(O)[O-].[Na+]>C(O)(=O)C.CCOCC>[N:1]([C:2]1[CH:3]=[C:4]([C:8]2[C:22]([C:23]3[CH:28]=[CH:27][N:26]=[C:25]([NH:29][CH:30]4[CH2:31][CH2:32][CH2:33][CH2:34]4)[N:24]=3)=[C:11]3[CH:12]=[CH:13][CH:14]=[C:15]([NH:16][CH:17]4[CH2:21][CH2:20][CH2:19][CH2:18]4)[N:10]3[N:9]=2)[CH:5]=[CH:6][CH:7]=1)=[N+:39]=[N-:40] |f:1.2,3.4,5.6|. Procedure details: This reaction was performed in a dark environment. To a cold (0–5° C.) solution of 2-(3-aminophenyl)-N-cyclopentyl-3-[2-(cyclopentylamino)pyrimidin-4-yl]pyrazolo[1,5-a]pyridin-7-amine (46 mg, 0.10 mmol) in acetic acid (3 mL) was added sodium nitrite (0.31 mL of a 25 mg/mL aqueous stock solution, 7.7 mg, 0.11 mmol). The mixture turned dark and was stirred for 20 minutes at 0° C. Sodium azide was then added and the mixture was stirred for 20 minutes, allowed to warm to room temperature and stirred...